From a dataset of the Open Reaction Database (ORD), a public repository of structured organic reaction records. describe an organic reaction: reactants, conditions, products, and yield Starting materials: CCCCC1CCC(Oc2ccc3cc(C4(NC(=O)OC(C)(C)C)COC(C)(C)OC4)ccc3c2)CC1, ClCCl, [Cl-], [Cl-], [Cl-], [Cl-], O=C1CCC(=O)N1I, [Zr+4]. Product: CCCCC1CCC(Oc2ccc3cc(C4(NC(=O)OC(C)(C)C)COC(C)(C)OC4)ccc3c2I)CC1. RXN SMILES: [C:1]([CH3:2])([CH3:3])([CH3:4])[O:5][C:6]([NH:7][C:8]1([c:16]2[cH:17][c:18]3[cH:19][cH:20][c:21]([O:26][CH:27]4[CH2:28][CH2:29][CH:30]([CH2:33][CH2:34][CH2:35][CH3:36])[CH2:31][CH2:32]4)[cH:22][c:23]3[cH:24][cH:25]2)[CH2:9][O:10][C:11]([CH3:14])([CH3:15])[O:12][CH2:13]1)=[O:37].[CH2:46]([Cl:47])[Cl:48].[Cl-:49].[Cl-:50].[Cl-:51].[Cl-:52].[I:38][N:39]1[C:40](=[O:41])[CH2:42][CH2:43][C:44]1=[O:45].[Zr+4:53]>>[C:1]([CH3:2])([CH3:3])([CH3:4])[O:5][C:6]([NH:7][C:8]1([c:16]2[cH:17][c:18]3[cH:19][cH:20][c:21]([O:26][CH:27]4[CH2:28][CH2:29][CH:30]([CH2:33][CH2:34][CH2:35][CH3:36])[CH2:31][CH2:32]4)[c:22]([I:38])[c:23]3[cH:24][cH:25]2)[CH2:9][O:10][C:11]([CH3:14])([CH3:15])[O:12][CH2:13]1)=[O:37]. Reactants: COC1=C(C=C(C=C1)NC(C)=O)C=1N(N=CC1)C (N-[4-methoxy-3-(2-methyl-2H-pyrazol-3-yl)phenyl]-acetamide), O (water), glass, BrN1C(CCC1=O)=O (N-bromosuccinimide). The solvent is CN(C(C)=O)C (N,N-dimethylacetamide), CN(C(C)=O)C (DMA). Conditions: temperature 50 celsius. The product is BrC1=C(N(N=C1)C)C=1C=C(C=CC1OC)NC(C)=O (N-[3-(4 bromo-2-methyl-2H-pyrazol-3-yl)-4-methoxy phenyl]-acetamide). Yield: 95.6%. Reaction SMILES: [CH3:1][O:2][C:3]1[CH:8]=[CH:7][C:6]([NH:9][C:10](=[O:12])[CH3:11])=[CH:5][C:4]=1[C:13]1[N:14]([CH3:18])[N:15]=[CH:16][CH:17]=1.[Br:19]N1C(=O)CCC1=O.O>CN(C)C(=O)C>[Br:19][C:17]1[CH:16]=[N:15][N:14]([CH3:18])[C:13]=1[C:4]1[CH:5]=[C:6]([NH:9][C:10](=[O:12])[CH3:11])[CH:7]=[CH:8][C:3]=1[O:2][CH3:1]. Procedure: To a solution of N-[4-methoxy-3-(2-methyl-2H-pyrazol-3-yl)phenyl]-acetamide (25.0 kg) in N,N-dimethylacetamide (DMA, 140.5 kg) in a 400 L glass lined jacketed reactor with overhead stirring under nitrogen at 45 to 55° C. internal temperature N-bromosuccinimide (NBS, 19.0 kg) was charged in portions at such a rate as to maintain internal temperature to less than 55° C. The reaction mixture remained a solution at this dilution of DMA and internal temperature of 50.9° C. An “in process check” of th... Reactants: C(C)(=O)[O-].[Na+] (Sodium acetate), FC(OC1=CC=C(C=C1)N1N=C(N=C1)C=1C=C(C=CC1)CCCN)(F)F (3-(3-(1-(4-(trifluoromethoxy)phenyl)-1H-1,2,4-triazol-3-yl)phenyl)propan-1-amine), C(C)(C)C1=C(C=CC=C1)NC(=S)N (1-(2-isopropylphenyl)thiourea). Product: C(C)(C)C1=C(C=CC=C1)NC(=S)NC(=O)NCCCC1=CC(=CC=C1)C1=NN(C=N1)C1=CC=C(C=C1)OC(F)(F)F (1-[(2-isopropylphenyl)carbamothioyl]-3-[3-[3-[1-[4-(trifluoromethoxy)phenyl]-1H-1,2,4-triazol-3-yl]phenyl]propyl]urea), solid. Isolated yield 40.0%. As a reaction SMILES: [F:1][C:2]([F:26])([F:25])[O:3][C:4]1[CH:9]=[CH:8][C:7]([N:10]2[CH:14]=[N:13][C:12]([C:15]3[CH:16]=[C:17]([CH2:21][CH2:22][CH2:23][NH2:24])[CH:18]=[CH:19][CH:20]=3)=[N:11]2)=[CH:6][CH:5]=1.[CH:27]([C:30]1[CH:35]=[CH:34][CH:33]=[CH:32][C:31]=1[NH:36][C:37]([NH2:39])=[S:38])([CH3:29])[CH3:28].[C:40]([O-])(=[O:42])C.[Na+]>>[CH:27]([C:30]1[CH:35]=[CH:34][CH:33]=[CH:32][C:31]=1[NH:36][C:37]([NH:39][C:40]([NH:24][CH2:23][CH2:22][CH2:21][C:17]1[CH:18]=[CH:19][CH:20]=[C:15]([C:12]2[N:13]=[CH:14][N:10]([C:7]3[CH:6]=[CH:5][C:4]([O:3][C:2]([F:1])([F:25])[F:26])=[CH:9][CH:8]=3)[N:11]=2)[CH:16]=1)=[O:42])=[S:38])([CH3:29])[CH3:28] |f:2.3|. Procedure details: The title compound was prepared as described in Example 63 using 3-(3-(1-(4-(trifluoromethoxy)phenyl)-1H-1,2,4-triazol-3-yl)phenyl)propan-1-amine (CA18) and 1-(2-isopropylphenyl)thiourea. Sodium acetate was used in place of sodium bicarbonate. The title compound was isolated as a white solid (0.131 g, 40%): 1H NMR (400 MHz, DMSO-d6) δ 11.97 (s, 1H), 10.07 (s, 1H), 9.41 (s, 1H), 8.13-8.04 (m, 2H), 8.01-7.93 (m, 2H), 7.62 (ddd, J=7.9, 2.0, 1.0 Hz, 2H), 7.46 (t, J=7.6 Hz, 1H), 7.41 (dd, J=7.8, 1.5 ... The reactants are CN(C)CCCl, Cl, [H-], [Na+], CN(C)C=O, c1cnc2[nH]ccc2c1. Product: CN(C)CCn1ccc2cccnc21. As a reaction SMILES: [CH3:13][N:14]([CH2:15][CH2:16][Cl:17])[CH3:18].[ClH:12].[H-:10].[Na+:11].[O:19]=[CH:20][N:21]([CH3:22])[CH3:23].[nH:1]1[cH:2][cH:3][c:4]2[c:5]1[n:6][cH:7][cH:8][cH:9]2>>[n:1]1([CH2:16][CH2:15][N:14]([CH3:13])[CH3:18])[cH:2][cH:3][c:4]2[c:5]1[n:6][cH:7][cH:8][cH:9]2. Starting materials: [Cl-].[NH4+] (ammonium chloride), COC1=CC=C(CN2N=NC3=C2C=CC=C3O)C=C1 (1-(4-Methoxy-benzyl)-1H-benzotriazol-4-ol), FC1=C(C(=O)OC)C=CC(=C1)F (methyl 2,4-difluorobenzoate), CC(C)([O-])C.[K+] (potassium tert-butoxide). Run in COCCOCCOC (diglyme). Conditions: temperature 100 celsius. Product: COC(C1=C(C=C(C=C1)F)OC1=CC=CC=2N(N=NC21)CC2=CC=C(C=C2)OC)=O (4-Fluoro-2-[1-(4-methoxy-benzyl)-1H-benzotriazol-4-yloxy]-benzoic acid methyl ester). RXN SMILES: [CH3:1][O:2][C:3]1[CH:19]=[CH:18][C:6]([CH2:7][N:8]2[C:12]3[CH:13]=[CH:14][CH:15]=[C:16]([OH:17])[C:11]=3[N:10]=[N:9]2)=[CH:5][CH:4]=1.F[C:21]1[CH:30]=[C:29]([F:31])[CH:28]=[CH:27][C:22]=1[C:23]([O:25][CH3:26])=[O:24].CC(C)([O-])C.[K+].[Cl-].[NH4+]>COCCOCCOC>[CH3:26][O:25][C:23](=[O:24])[C:22]1[CH:21]=[CH:30][C:29]([F:31])=[CH:28][C:27]=1[O:17][C:16]1[C:11]2[N:10]=[N:9][N:8]([CH2:7][C:6]3[CH:5]=[CH:4][C:3]([O:2][CH3:1])=[CH:19][CH:18]=3)[C:12]=2[CH:13]=[CH:14][CH:15]=1 |f:2.3,4.5|. Procedure details: To a solution of EXAMPLE 342C (990 mg) and methyl 2,4-difluorobenzoate (734 mg) in diglyme (40 mL) was added potassium tert-butoxide (1M in tetrahydrofuran, 4.07 mL). The solution was heated to 100° C. for 16 hours, cooled, added to saturated ammonium chloride, and extracted with 70% ethyl acetate in hexanes. The extract was washed with brine, dried over anhydrous sodium sulfate, filtered, concentrated and purified by flash column chromatography on silica gel using 30% ethyl acetate in hexanes. Starting materials: ClC=1C(=C(C=CC1)NC1=NC=NC2=CC(=C(C=C12)CN(C1(CCNCC1)C(=O)O)C)OC)F (4-[({4-[(3-Chloro-2-fluorophenyl)amino]-7-methoxyquinazolin-6-yl}methyl)(methyl)amino]piperidine-4-carboxylic acid), C=O (para-formaldehyde). The product is ClC=1C(=C(C=CC1)NC1=NC=NC2=CC(=C(C=C12)CN(C1(CCN(CC1)C)C(=O)O)C)OC)F (4-[({4-[(3-chloro-2-fluorophenyl)amino]-7-methoxyquinazolin-6-yl}methyl)(methyl)amino]-1-methylpiperidine-4-carboxylic acid). Reaction SMILES: [Cl:1][C:2]1[C:3]([F:33])=[C:4]([NH:8][C:9]2[C:18]3[C:13](=[CH:14][C:15]([O:31][CH3:32])=[C:16]([CH2:19][N:20]([CH3:30])[C:21]4([C:27]([OH:29])=[O:28])[CH2:26][CH2:25][NH:24][CH2:23][CH2:22]4)[CH:17]=3)[N:12]=[CH:11][N:10]=2)[CH:5]=[CH:6][CH:7]=1.[CH2:34]=O>>[Cl:1][C:2]1[C:3]([F:33])=[C:4]([NH:8][C:9]2[C:18]3[C:13](=[CH:14][C:15]([O:31][CH3:32])=[C:16]([CH2:19][N:20]([CH3:30])[C:21]4([C:27]([OH:29])=[O:28])[CH2:26][CH2:25][N:24]([CH3:34])[CH2:23][CH2:22]4)[CH:17]=3)[N:12]=[CH:11][N:10]=2)[CH:5]=[CH:6][CH:7]=1. Reported procedure: 4-[({4-[(3-Chloro-2-fluorophenyl)amino]-7-methoxyquinazolin-6-yl}methyl)(methyl)amino]piperidine-4-carboxylic acid was reacted with para-formaldehyde using an analogous method to that described for the equivalent step in Example 11 to give 4-[({4-[(3-chloro-2-fluorophenyl)amino]-7-methoxyquinazolin-6-yl}methyl)(methyl)amino]-1-methylpiperidine-4-carboxylic acid; 1H NMR Spectrum: (DMSO-d6+CD3COOD) 2.04 (m, 2H); 2.17 (m, 2H); 2.27 (s, 3H); 2.45-2.55 (m, 3H+ DMSO); 2.68 (m, 2H); 3.06 (m, 2H); 3.72 ...